Dataset: the Open Reaction Database (ORD), a public repository of structured organic reaction records. Task: describe an organic reaction: reactants, conditions, products, and yield Starting materials: COC(=O)C=1C=CC2=C(SC(=C2)C(=O)O)C1 (benzo[b]thiophene-2,6-dicarboxylic acid 6-methyl ester), CCN=C=NCCCN(C)C (EDCI), C=1C=CC2=C(C1)N=NN2O (HOBt), C1(=C(C=CC=C1)N)N (phenylene diamine). The solvent is CN(C)C=O (DMF). Conditions: time 20 minute. Product: NC1=C(C=CC=C1)NC(=O)C=1SC2=C(C1)C=CC(=C2)C(=O)OC (Methyl 2-{[(2-aminophenyl)amino]carbonyl}-1-benzothiophene-6-carboxylate). Reaction SMILES: [CH3:1][O:2][C:3]([C:5]1[CH:6]=[CH:7][C:8]2[CH:12]=[C:11]([C:13]([OH:15])=O)[S:10][C:9]=2[CH:16]=1)=[O:4].CCN=C=NCCCN(C)C.[CH:28]1[CH:29]=[CH:30][C:31]2[N:36](O)N=[N:34][C:32]=2[CH:33]=1.C1(N)C=CC=CC=1N>CN(C=O)C>[NH2:34][C:32]1[CH:33]=[CH:28][CH:29]=[CH:30][C:31]=1[NH:36][C:13]([C:11]1[S:10][C:9]2[CH:16]=[C:5]([C:3]([O:2][CH3:1])=[O:4])[CH:6]=[CH:7][C:8]=2[CH:12]=1)=[O:15]. Procedure: To a solution of benzo[b]thiophene-2,6-dicarboxylic acid 6-methyl ester (129 mg, 0.543 mmol) in DMF (4 mL) was added EDCI (125 mg, 0.652 mmol), HOBt (88 mg, 0.652 mmol). The reaction mixture was stirred for 20 min and phenylene diamine (147 mg, 1.36 mmol) was added. After 18 h, the solvent was removed and EtOAc and H2O were added. The resultant solid was filtered yielding the desired product. 1H NMR (CDCl3, 600 MHz) δ 8.53 (s, 1H), 8.01 (s, 1H), 7.99 (d, J=7.9 Hz, 1H), 7.86 (d, J=7.9 Hz, 1H), 7....